Dataset: the Open Reaction Database (ORD), a public repository of structured organic reaction records. Task: describe an organic reaction: reactants, conditions, products, and yield Reactants: C(Cl)Cl (DCM), BrC=1N=C(N(C1C1=NC(=NC=C1)NC[C@H](C)NC(OC(C)(C)C)=O)COCC[Si](C)(C)C)C1CC1 ((S)-tert-butyl 1-(4-(4-bromo-2-cyclopropyl-1-((2-(trimethylsilyl)ethoxy)methyl)-1H-imidazol-5-yl)pyrimidin-2-ylamino)propan-2-ylcarbamate), ClC1=C(C=CC=C1B1OC(C(O1)(C)C)(C)C)NS(=O)(=O)CCC (N-(2-chloro-3-(4,4,5,5-tetramethyl-1,3,2-dioxaborolan-2-yl)phenyl)propane-1-sulfonamide), C(=O)([O-])[O-].[Na+].[Na+] (Na2CO3). Reagents/catalysts: C1=CC=C(C=C1)P([C-]2C=CC=C2)C3=CC=CC=C3.C1=CC=C(C=C1)P([C-]2C=CC=C2)C3=CC=CC=C3.Cl[Pd]Cl.[Fe+2] (PdCl2(dppf)). Run in COCCOC (DME), O (water). Product: ClC1=C(C=CC=C1NS(=O)(=O)CCC)C=1N=C(N(C1C1=NC(=NC=C1)NC[C@H](C)NC(OC(C)(C)C)=O)COCC[Si](C)(C)C)C1CC1 ((S)-tert-butyl 1-(4-(4-(2-chloro-3-(propylsulfonamido)phenyl)-2-cyclopropyl-1-((2-(trimethylsilyl)ethoxy)methyl)-1H-imidazol-5-yl)pyrimidin-2-ylamino)propan-2-ylcarbamate). The yield is 31.1%. RXN SMILES: Br[C:2]1[N:3]=[C:4]([CH:33]2[CH2:35][CH2:34]2)[N:5]([CH2:25][O:26][CH2:27][CH2:28][Si:29]([CH3:32])([CH3:31])[CH3:30])[C:6]=1[C:7]1[CH:12]=[CH:11][N:10]=[C:9]([NH:13][CH2:14][C@@H:15]([NH:17][C:18](=[O:24])[O:19][C:20]([CH3:23])([CH3:22])[CH3:21])[CH3:16])[N:8]=1.[Cl:36][C:37]1[C:42](B2OC(C)(C)C(C)(C)O2)=[CH:41][CH:40]=[CH:39][C:38]=1[NH:52][S:53]([CH2:56][CH2:57][CH3:58])(=[O:55])=[O:54].C([O-])([O-])=O.[Na+].[Na+].C(Cl)Cl>COCCOC.O.C1C=CC(P(C2C=CC=CC=2)[C-]2C=CC=C2)=CC=1.C1C=CC(P(C2C=CC=CC=2)[C-]2C=CC=C2)=CC=1.Cl[Pd]Cl.[Fe+2]>[Cl:36][C:37]1[C:38]([NH:52][S:53]([CH2:56][CH2:57][CH3:58])(=[O:55])=[O:54])=[CH:39][CH:40]=[CH:41][C:42]=1[C:2]1[N:3]=[C:4]([CH:33]2[CH2:35][CH2:34]2)[N:5]([CH2:25][O:26][CH2:27][CH2:28][Si:29]([CH3:32])([CH3:31])[CH3:30])[C:6]=1[C:7]1[CH:12]=[CH:11][N:10]=[C:9]([NH:13][CH2:14][C@@H:15]([NH:17][C:18](=[O:24])[O:19][C:20]([CH3:23])([CH3:22])[CH3:21])[CH3:16])[N:8]=1 |f:2.3.4,8.9.10.11|. Procedure: To a mixture of (S)-tert-butyl 1-(4-(4-bromo-2-cyclopropyl-1-((2-(trimethylsilyl)ethoxy)methyl)-1H-imidazol-5-yl)pyrimidin-2-ylamino)propan-2-ylcarbamate (I-1a, 256 mg, 0.45 mmol), N-(2-chloro-3-(4,4,5,5-tetramethyl-1,3,2-dioxaborolan-2-yl)phenyl)propane-1-sulfonamide (SM-10, 292 mg, 0.81 mmol), aqueous 2.0 M Na2CO3 solution in DME (4 mL) was added PdCl2(dppf).DCM. The reaction vial was sealed and irradiated at 120° C. for 10 minutes in a microwave reactor. LCMS indicated complete conversion and... Reactants: ClC1=C(C=C2CC(C(C2=C1Cl)=O)(C)C1CCCC1)CC(=O)N ((+)-(6,7-dichloro-2-cyclopentyl-2,3-dihydro-2-methyl-1-oxo-1H-inden-5-yl)acetamide), CN1CCNCC1 (1-methylpiperazine), ClC1=C(C=C2CC(C(C2=C1Cl)=O)(C)C1CCCC1)OCCC(=O)N (3-[(6,7-dichloro-2-cyclopentyl-2,3-dihydro-2-methyl-1-oxo-1H-inden-5-yl)oxy]propanamide), ClC1=C(C=C2CC(C(C2=C1Cl)=O)(C)C1CCCC1)OCC=1C(NC(C1O)=O)=O (3-[(6,7-dichloro-2-cyclopentyl-2,3-dihydro-2-methyl-1-oxo-1H-inden-5-yl)oxymethyl]-4-hydroxy-1H-pyrrole-2,5-dione). The product is CN1CCNCC1.ClC1=C(C=C2CC(C(C2=C1Cl)=O)(C)C1CCCC1)OCC=1C(NC(C1O)=O)=O (3-[(6,7-dichloro-2-cyclopentyl-2,3-dihydro-2-methyl-1-oxo-1H-inden-5-yl)oxymethyl]-4-hydroxy-1H-pyrrole-2,5-dione 1-Methylpiperazine Salt). As a reaction SMILES: ClC1C(Cl)=C2C(CC(C3CCCC3)(C)C2=O)=CC=1CC(N)=O.ClC1C(Cl)=C2C(CC(C3CCCC3)(C)C2=O)=CC=1OCCC(N)=O.[Cl:47][C:48]1[C:56]([Cl:57])=[C:55]2[C:51]([CH2:52][C:53]([CH:60]3[CH2:64][CH2:63][CH2:62][CH2:61]3)([CH3:59])[C:54]2=[O:58])=[CH:50][C:49]=1[O:65][CH2:66][C:67]1[C:68](=[O:74])[NH:69][C:70](=[O:73])[C:71]=1[OH:72].[CH3:75][N:76]1[CH2:81][CH2:80][NH:79][CH2:78][CH2:77]1>>[CH3:75][N:76]1[CH2:81][CH2:80][NH:79][CH2:78][CH2:77]1.[Cl:47][C:48]1[C:56]([Cl:57])=[C:55]2[C:51]([CH2:52][C:53]([CH:60]3[CH2:61][CH2:62][CH2:63][CH2:64]3)([CH3:59])[C:54]2=[O:58])=[CH:50][C:49]=1[O:65][CH2:66][C:67]1[C:68](=[O:74])[NH:69][C:70](=[O:73])[C:71]=1[OH:72] |f:4.5|. Procedure: The reaction is conducted as described in Example 1, Step D except that the (+)-(6,7-dichloro-2-cyclopentyl-2,3-dihydro-2-methyl-1-oxo-1H-inden-5-yl)acetamide is replaced by an equimolar amount of 3-[(6,7-dichloro-2-cyclopentyl-2,3-dihydro-2-methyl-1-oxo-1H-inden-5-yl)oxy]propanamide. There is thus obtained 3-[(6,7-dichloro-2-cyclopentyl-2,3-dihydro-2-methyl-1-oxo-1H-inden-5-yl)oxymethyl]-4-hydroxy-1H-pyrrole-2,5-dione and its 1-methylpiperazine salt. The reactants are C1(=CC=C(C=C1)O[C@@H]1C[C@@H](CCC1)OC([C@](C(F)(F)F)(C1=CC=CC=C1)OC)=O)C1=CC=CC=C1 ((1R,3S)-(2S)-3,3,3-Trifluoro-2-methoxy-2-phenyl-propionic acid 3-(biphenyl-4-yloxy)-1-cyclohexyl ester), [OH-].[Na+] (NaOH). The solvent is C(C)O (ethanol). The product is C1(=CC=C(C=C1)O[C@@H]1C[C@@H](CCC1)O)C1=CC=CC=C1 ((1R,3S)-3-(Biphenyl-4-yloxy)-cyclohexanol). As a reaction SMILES: [C:1]1([C:30]2[CH:35]=[CH:34][CH:33]=[CH:32][CH:31]=2)[CH:6]=[CH:5][C:4]([O:7][C@H:8]2[CH2:13][CH2:12][CH2:11][C@@H:10]([O:14]C(=O)[C@@](OC)(C3C=CC=CC=3)C(F)(F)F)[CH2:9]2)=[CH:3][CH:2]=1.[OH-].[Na+]>C(O)C>[C:1]1([C:30]2[CH:31]=[CH:32][CH:33]=[CH:34][CH:35]=2)[CH:6]=[CH:5][C:4]([O:7][C@H:8]2[CH2:13][CH2:12][CH2:11][C@@H:10]([OH:14])[CH2:9]2)=[CH:3][CH:2]=1 |f:1.2|. Procedure details: To a solution of compound from Step D in ethanol an excess of NaOH 1N was added and the mixture reaction was stirred at room temperature. The solution was concentrated in vacuo and diluted with brine. Extracted with ether and concentrated to yield the title compound. The reactants are P(=O)(O)(O)[O-].[K+] (monopotassium dihydrogen phosphate), NC(=O)N (urea), 30.0, O=C[C@H](O)[C@@H](O)[C@H](O)[C@H](O)CO (glucose), C(\C=C\C(=O)[O-])(=O)[O-].[Na+].[Na+] (sodium fumarate), magnesium sulfate·7 hydrate. The solvent is P(=O)([O-])([O-])[O-] (phosphate). Reaction conditions: time 1 hour. Yields the product C(C(O)CC(=O)O)(=O)O (malic acid), C(\C=C\C(=O)O)(=O)O (fumaric acid). Reaction SMILES: [O:1]=C[C@@H]([C@H]([C@@H]([C@@H](CO)O)O)O)O.[C:13]([O-:20])(=[O:19])/[CH:14]=[CH:15]/[C:16]([O-:18])=[O:17].[Na+].[Na+].NC(N)=O.P([O-])(O)(O)=O.[K+]>P([O-])([O-])([O-])=O>[C:13]([OH:20])(=[O:19])[CH:14]([CH2:15][C:16]([OH:18])=[O:17])[OH:1].[C:13]([OH:20])(=[O:19])/[CH:14]=[CH:15]/[C:16]([OH:18])=[O:17] |f:1.2.3,5.6|. Reported procedure: Washed cells of Brevibacterium ammoniagenes (IAM 1645) deposited at and obtained from the Institute of Applied Microbiology, University of Tokyo, was prepared by aerobically culturing the strain in a medium (pH 7.2) comprising glucose 2%, sodium fumarate 0.5%, urea 0.2%, monopotassium dihydrogen phosphate 0.2%, magnesium sulfate·7 hydrate 0.05% and corn steep liquor 1%. The cells were dispersed in 0.05 M phosphate buffer (pH 7.7) at a dark place to prepare a suspension of cells having a concentr... The product is C1(CC1)N(S(=O)(=O)C1=C(C=C(C=C1C)OC)C)CC=1OC=C(N1)C(=O)N1CCN(CC1)CC=1C=NC2=CC=CC=C2C1 (N-Cyclopropyl-4-methoxy-2,6-dimethyl-N-[(4-{[4-(quinolin-3-ylmethyl)piperazin-1-yl]carbonyl}-1,3-oxazol-2-yl)methyl]benzenesulfonamide). As a reaction SMILES: [CH:1]1([N:4]([CH2:18][C:19]2[O:20][CH:21]=[C:22]([C:24]([N:26]3[CH2:31][CH2:30][NH:29][CH2:28][CH2:27]3)=[O:25])[N:23]=2)[S:5]([C:8]2[C:13]([CH3:14])=[CH:12][C:11]([O:15][CH3:16])=[CH:10][C:9]=2[CH3:17])(=[O:7])=[O:6])[CH2:3][CH2:2]1.[N:32]1[C:41]2[C:36](=[CH:37][CH:38]=[CH:39][CH:40]=2)[CH:35]=[C:34]([CH:42]=O)[CH:33]=1.CC(O)=O>ClCCCl>[CH:1]1([N:4]([CH2:18][C:19]2[O:20][CH:21]=[C:22]([C:24]([N:26]3[CH2:31][CH2:30][N:29]([CH2:42][C:34]4[CH:33]=[N:32][C:41]5[C:36]([CH:35]=4)=[CH:37][CH:38]=[CH:39][CH:40]=5)[CH2:28][CH2:27]3)=[O:25])[N:23]=2)[S:5]([C:8]2[C:9]([CH3:17])=[CH:10][C:11]([O:15][CH3:16])=[CH:12][C:13]=2[CH3:14])(=[O:6])=[O:7])[CH2:2][CH2:3]1. Procedure: To a stirred solution of N-cyclopropyl-4-methoxy-2,6-dimethyl-N-{[4-(piperazin-1-ylcarbonyl)-1,3-oxazol-2-yl]methyl}benzenesulfonamide (30 mg, 0.07 mmol) in DCE (2 mL) were added quinoline-3-carboxaldehyde (13 mg, 0.08 mmol) and AcOH (3 μL, 0.07 mmol) and the reaction mixture was stirred for 1 h at ambient temperature. STAB (20 mg, 0.09 mmol) was added and the reaction was stirred for 16 h. The reaction mixture was quenched with H2O (2 mL) and extracted with DCM (3×2 mL). The organic layer was d... Run in ClCCCl (DCE). The reactants are C1(CC1)N(S(=O)(=O)C1=C(C=C(C=C1C)OC)C)CC=1OC=C(N1)C(=O)N1CCNCC1 (N-cyclopropyl-4-methoxy-2,6-dimethyl-N-{[4-(piperazin-1-ylcarbonyl)-1,3-oxazol-2-yl]methyl}benzenesulfonamide), N1=CC(=CC2=CC=CC=C12)C=O (quinoline-3-carboxaldehyde), CC(=O)O (AcOH). Run at time 1 hour. RXN SMILES: [Cl:1][CH2:2][CH2:3][CH2:4][S:5](=[O:6])(=[O:7])[O:8][CH2:9][C:10]([CH:11]([C:12](=[O:13])[O:14][CH:15]([CH3:16])[c:17]1[cH:18][cH:19][cH:20][cH:21][cH:22]1)[O:23][CH2:24][c:25]1[cH:26][cH:27][c:28]([O:29][CH3:30])[cH:31][cH:32]1)([CH3:33])[CH3:34].[Cl:35][C:36]1=[C:47]([Cl:48])[C:45](=[O:46])[C:42]([C:43]#[N:44])=[C:39]([C:40]#[N:41])[C:37]1=[O:38].[Cl:49][CH2:50][Cl:51].[OH2:52]>>[Cl:1][CH2:2][CH2:3][CH2:4][S:5](=[O:6])(=[O:7])[O:8][CH2:9][C:10]([CH:11]([C:12](=[O:13])[O:14][CH:15]([CH3:16])[c:17]1[cH:18][cH:19][cH:20][cH:21][cH:22]1)[OH:23])([CH3:33])[CH3:34]. The reactants are COc1ccc(COC(C(=O)OC(C)c2ccccc2)C(C)(C)COS(=O)(=O)CCCCl)cc1, N#CC1=C(C#N)C(=O)C(Cl)=C(Cl)C1=O, ClCCl, O. The product is CC(OC(=O)C(O)C(C)(C)COS(=O)(=O)CCCCl)c1ccccc1. Reactants: BrC1=CC(=C(C(=O)O)C=C1)C#N (4-bromo-2-cyanobenzoic acid), C(C)C=1C=C(C(=NC1)N1CCNCC1)C (1-(5-ethyl-3-methylpyridin-2-yl)piperazine). The product is BrC=1C=CC(=C(C#N)C1)C(=O)N1CCN(CC1)C1=NC=C(C=C1C)CC (5-bromo-2-[4-(5-ethyl-3-methylpyridin-2-yl)piperazine-1-carbonyl]benzonitrile). Yield: 90.4%. Reaction SMILES: [Br:1][C:2]1[CH:10]=[CH:9][C:5]([C:6]([OH:8])=O)=[C:4]([C:11]#[N:12])[CH:3]=1.[CH2:13]([C:15]1[CH:16]=[C:17]([CH3:27])[C:18]([N:21]2[CH2:26][CH2:25][NH:24][CH2:23][CH2:22]2)=[N:19][CH:20]=1)[CH3:14]>>[Br:1][C:2]1[CH:10]=[CH:9][C:5]([C:6]([N:24]2[CH2:25][CH2:26][N:21]([C:18]3[C:17]([CH3:27])=[CH:16][C:15]([CH2:13][CH3:14])=[CH:20][N:19]=3)[CH2:22][CH2:23]2)=[O:8])=[C:4]([CH:3]=1)[C:11]#[N:12]. Procedure details: Using 4-bromo-2-cyanobenzoic acid (4.55 g) described in Preparation Example 76 and 1-(5-ethyl-3-methylpyridin-2-yl)piperazine (4.13 g) described in Preparation Example 81 and by the reaction and treatment in the same manner as in Preparation Example 111, the title compound (7.52 g) was obtained.